describe an organic reaction: reactants, conditions, products, and yield From a dataset of the Open Reaction Database (ORD), a public repository of structured organic reaction records. The reactants are C([O-])([O-])=O.[Cs+].[Cs+] (cesium carbonate), C(=O)(OCC)N1C(NC2=C1C=CC=C2)=O (1-carboethoxy-2-benzimidazolinone), BrCC1=CC(=C(OC(C(=O)OC)C2=CC3=C(C=C2)OCO3)C(=C1)CCC)Cl (methyl 2-(4-bromomethyl-2-chloro-6-propylphenoxy)-2-(3,4-methylenedioxyphenyl)acetate). Run in CN(C)C=O (DMF), CN(C)C=O (DMF). Run at time 30 minute. The product is C(=O)(OC)C(OC1=C(C=C(C=C1CCC)CN1C(N(C2=C1C=CC=C2)C(=O)OCC)=O)Cl)C2=CC1=C(C=C2)OCO1 (1-[4-(1-carbomethoxy-1-(3,4-methylenedioxyphenyl)methoxy)-3-chloro-5-propylphenylmethyl]-3-carboethoxy-2-benzimidazolinone). The yield is 45.0%. Reaction SMILES: [C:1]([N:6]1[C:10]2[CH:11]=[CH:12][CH:13]=[CH:14][C:9]=2[NH:8][C:7]1=[O:15])([O:3][CH2:4][CH3:5])=[O:2].C(=O)([O-])[O-].[Cs+].[Cs+].Br[CH2:23][C:24]1[CH:44]=[C:43]([CH2:45][CH2:46][CH3:47])[C:27]([O:28][CH:29]([C:34]2[CH:39]=[CH:38][C:37]3[O:40][CH2:41][O:42][C:36]=3[CH:35]=2)[C:30]([O:32][CH3:33])=[O:31])=[C:26]([Cl:48])[CH:25]=1>CN(C=O)C>[C:30]([CH:29]([C:34]1[CH:39]=[CH:38][C:37]2[O:40][CH2:41][O:42][C:36]=2[CH:35]=1)[O:28][C:27]1[C:43]([CH2:45][CH2:46][CH3:47])=[CH:44][C:24]([CH2:23][N:8]2[C:9]3[CH:14]=[CH:13][CH:12]=[CH:11][C:10]=3[N:6]([C:1]([O:3][CH2:4][CH3:5])=[O:2])[C:7]2=[O:15])=[CH:25][C:26]=1[Cl:48])([O:32][CH3:33])=[O:31] |f:1.2.3|. Reported procedure: To a solution of 0.069 g (0.33 mmol) of 1-carboethoxy-2-benzimidazolinone dissolved in 0.6 mL DMF was added 0.217 g (0.66 mmol) of powdered cesium carbonate and the resulting suspension was stirred under a nitrogen atmosphere at room temperature for 30 minutes. A solution of the product of step E in 0.5 mL DMF was then added and the reaction mixture was stirred for an additional 15 hours. The mixture was then partitioned between EtOAc and water and extracted. The organic layer was separated, dri... Reactants: COC(=O)Cn1ccc2cc(OCCCBr)ccc21, O=C([O-])[O-], [Cs+], [Cs+], CN(C)C=O, CCCc1cc(C#N)ccc1O. The product is CCCc1cc(C#N)ccc1OCCCOc1ccc2c(ccn2CC(=O)OC)c1. Reaction SMILES: [Br:13][CH2:14][CH2:15][CH2:16][O:17][c:18]1[cH:19][c:20]2[cH:21][cH:22][n:23]([CH2:27][C:28](=[O:29])[O:30][CH3:31])[c:24]2[cH:25][cH:26]1.[C:32](=[O:33])([O-:34])[O-:35].[Cs+:36].[Cs+:37].[O:38]=[CH:39][N:40]([CH3:41])[CH3:42].[OH:1][c:2]1[c:3]([CH2:10][CH2:11][CH3:12])[cH:4][c:5]([C:6]#[N:7])[cH:8][cH:9]1>>[O:1]([c:2]1[c:3]([CH2:10][CH2:11][CH3:12])[cH:4][c:5]([C:6]#[N:7])[cH:8][cH:9]1)[CH2:14][CH2:15][CH2:16][O:17][c:18]1[cH:19][c:20]2[cH:21][cH:22][n:23]([CH2:27][C:28](=[O:29])[O:30][CH3:31])[c:24]2[cH:25][cH:26]1. Starting materials: COC1=C(C=CC=C1)CCCCC(=O)O (5-(2-methoxyphenyl)pentanoic acid), C(C)(C)(C)OC(=O)N1CCC(CC1)C1=CC(=C(C=C1)F)N (tert-butyl-4-(3-amino-4-fluorophenyl)-1-piperidinecarboxylate), Cl.CN(CCCN=C=NCC)C (1-[3-(Dimethylamino)propyl]-3-ethylcarbodimide hydrochloride), C(Cl)Cl (DCM). The reagents and catalysts are CN(C1=CC=NC=C1)C (4-dimethylaminopyridine). The solvent is CN(C)C=O (DMF), O (water). Conditions: time 12 hour. The product is FC1=C(C=C(C=C1)C1CCN(CC1)C(=O)OC(C)(C)C)NC(CCCCC1=C(C=CC=C1)OC)=O (tert-butyl 4-(4-fluoro-3-{[5-(2-methoxyphenyl)pentanoyl]amino}phenyl)-1-piperidinecarboxylate). Isolated yield 49.9%. Reaction SMILES: [CH3:1][O:2][C:3]1[CH:8]=[CH:7][CH:6]=[CH:5][C:4]=1[CH2:9][CH2:10][CH2:11][CH2:12][C:13]([OH:15])=O.[C:16]([O:20][C:21]([N:23]1[CH2:28][CH2:27][CH:26]([C:29]2[CH:34]=[CH:33][C:32]([F:35])=[C:31]([NH2:36])[CH:30]=2)[CH2:25][CH2:24]1)=[O:22])([CH3:19])([CH3:18])[CH3:17].Cl.CN(C)CCCN=C=NCC.C(Cl)Cl>CN(C)C1C=CN=CC=1.CN(C=O)C.O>[F:35][C:32]1[CH:33]=[CH:34][C:29]([CH:26]2[CH2:27][CH2:28][N:23]([C:21]([O:20][C:16]([CH3:18])([CH3:17])[CH3:19])=[O:22])[CH2:24][CH2:25]2)=[CH:30][C:31]=1[NH:36][C:13](=[O:15])[CH2:12][CH2:11][CH2:10][CH2:9][C:4]1[CH:5]=[CH:6][CH:7]=[CH:8][C:3]=1[O:2][CH3:1] |f:2.3|. Reported procedure: A 25-mL RB-flask was charged with 5-(2-methoxyphenyl)pentanoic acid (53.0 mg, 0.250 mmol), tert-butyl-4-(3-amino-4-fluorophenyl)-1-piperidinecarboxylate (59.0 mg, 0.200 mmol), 1-[3-(Dimethylamino)propyl]-3-ethylcarbodimide hydrochloride (0.400 mmol, 62.0 mg), 4-dimethylaminopyridine (10 mg) in DMF:DCM (0.2:2.0 mL) at room temperature. The reaction mixture was stirred for 12 h and water (10.0 mL) was added to the reaction mixture. The organic layer was separated and the aqueous layer was extracte... The product is NCC1C(C(OC1)=O)C1=CC=CC=C1 (4-Aminomethyl-3-phenyl-dihydrofuran-2-one). Run in ClCCl (dichloromethane). Reaction SMILES: C(OC(=O)[NH:7][CH2:8][CH:9]1[CH:13]([C:14]2[CH:19]=[CH:18][CH:17]=[CH:16][CH:15]=2)[C:12](=[O:20])[O:11][CH2:10]1)(C)(C)C.FC(F)(F)C(O)=O>ClCCl>[NH2:7][CH2:8][CH:9]1[CH2:10][O:11][C:12](=[O:20])[CH:13]1[C:14]1[CH:19]=[CH:18][CH:17]=[CH:16][CH:15]=1. Starting materials: FC(C(=O)O)(F)F (trifluoroacetic acid), C(C)(C)(C)OC(NCC1COC(C1C1=CC=CC=C1)=O)=O ((5-Oxo-4-phenyl-tetrahydrofuran-3-ylmethyl)carbamic acid tert-butyl ester), FC(C(=O)O)(F)F (trifluoroacetic acid). Procedure: (5-Oxo-4-phenyl-tetrahydrofuran-3-ylmethyl)carbamic acid tert-butyl ester (Description 4; 2.16 g, 7.4 mmol) was dissolved in dichloromethane (10 ml), cooled to 0° C., trifluoroacetic acid (1 ml) was added and the reaction was left to stand for 20 minutes to warm to room temperature. TLC showed the reaction to be incomplete so extra trifluoroacetic acid (1 ml) was added and the reaction was left for a further 30 minutes. The solvent was removed in vacuo and the residue was dispersed between ethyl... Reaction conditions: temperature 0 celsius, time 20 minute. Isolated yield 151.9%.